This data is from the Open Reaction Database (ORD), a public repository of structured organic reaction records. The task is: describe an organic reaction: reactants, conditions, products, and yield Starting materials: Cl.N1C=C(C2=CC=CC=C12)C[C@@H](N)C=1NC=C(N1)C1=CC=CC=C1 ((1R)-2-(1H-indol-3-yl)-1-(4-phenyl-1H-imidazol-2-yl)-1-ethanamine hydrochloride), C(C)(C)(C)OC(=O)N1CCC(CC1)=O (1-tert-butoxycarbonyl-4-piperidone), C(C)(C)OC(C)C (diisopropyl ether). Run in C(C)(C)O (isopropanol). Yields the product C1(=CC=CC=C1)C=1N=C(NC1)[C@@H]1NC2(CCN(CC2)C(=O)OC(C)(C)C)C=2NC3=CC=CC=C3C2C1 ((3R)-3-(4-Phenyl-1H-imidazol-2-yl)-2,3,4,9-tetrahydro-1′-(tert-butoxycarbonyl)-spiro[1H-β-carboline-1,4′-piperidine]). The yield is 79.8%. Reaction SMILES: Cl.[NH:2]1[C:10]2[C:5](=[CH:6][CH:7]=[CH:8][CH:9]=2)[C:4]([CH2:11][C@H:12]([C:14]2[NH:15][CH:16]=[C:17]([C:19]3[CH:24]=[CH:23][CH:22]=[CH:21][CH:20]=3)[N:18]=2)[NH2:13])=[CH:3]1.[C:25]([O:29][C:30]([N:32]1[CH2:37][CH2:36][C:35](=O)[CH2:34][CH2:33]1)=[O:31])([CH3:28])([CH3:27])[CH3:26].C(OC(C)C)(C)C>C(O)(C)C>[C:19]1([C:17]2[N:18]=[C:14]([C@H:12]3[CH2:11][C:4]4[C:5]5[C:10](=[CH:9][CH:8]=[CH:7][CH:6]=5)[NH:2][C:3]=4[C:35]4([CH2:36][CH2:37][N:32]([C:30]([O:29][C:25]([CH3:28])([CH3:27])[CH3:26])=[O:31])[CH2:33][CH2:34]4)[NH:13]3)[NH:15][CH:16]=2)[CH:24]=[CH:23][CH:22]=[CH:21][CH:20]=1 |f:0.1|. Procedure: To a solution of (1R)-2-(1H-indol-3-yl)-1-(4-phenyl-1H-imidazol-2-yl)-1-ethanamine hydrochloride (14 g, 35 mmol) in isopropanol (210 ml) was added 1-tert-butoxycarbonyl-4-piperidone (35 g, 170 mmol) and the mixture refluxed for about two hours. The solvent was evaporated under reduced pressure. Water (150 ml) was added to the residue followed by 10% NaHCO3 solution until neutral pH and extracted by ethyl acetate (4×50 ml). The combined organic extracts were washed with water (2×50 ml) and dried ... The reactants are C(C)(C)(C)[SiH2]OC(C=1C=C(OC1C)C#N)(C1=CC=CC=C1)C1=CC=CC=C1 (4-(tert-butyl-diphenyl-silanyloxymethyl)-5-methyl-furan-2-carbonitrile), ( ii ), solution, [F-].C(CCC)[N+](CCCC)(CCCC)CCCC (tetrabutylammonium fluoride). Run in O1CCCC1 (tetrahydrofuran), O1CCCC1 (tetrahydrofuran). Conditions: time 16 hour. Product: OCC=1C=C(OC1C)C#N (4-Hydroxymethyl-5-methyl-furan-2-carbonitrile). As a reaction SMILES: C([SiH2][O:6][C:7](C1C=CC=CC=1)(C1C=CC=CC=1)[C:8]1[CH:9]=[C:10]([C:14]#[N:15])[O:11][C:12]=1[CH3:13])(C)(C)C.[F-].C([N+](CCCC)(CCCC)CCCC)CCC>O1CCCC1>[OH:6][CH2:7][C:8]1[CH:9]=[C:10]([C:14]#[N:15])[O:11][C:12]=1[CH3:13] |f:1.2|. Procedure: A solution of 4-(tert-butyl-diphenyl-silanyloxymethyl)-5-methyl-furan-2-carbonitrile from (ii) (3.75 g) in tetrahydrofuran (100 ml) was cooled to 0° C. under an argon atmosphere, and was treated with a 1M solution of tetrabutylammonium fluoride in tetrahydrofuran (22 ml). The mixture was allowed to warm to room temperature and stirred for 16 hours. The volatiles were removed and the residue was partitioned between ethyl acetate and water. The organic phase was separated and the aqueous phase was... Reactants: CO, CCOC(C)=O, Cl, CSc1cc(F)ccc1C#N, C1CCOC1, O. As a reaction SMILES: [CH3:12][OH:13].[CH3:21][CH2:22][O:23][C:24](=[O:25])[CH3:26].[ClH:14].[F:1][c:2]1[cH:3][c:4]([S:10][CH3:11])[c:5]([C:6]#[N:7])[cH:8][cH:9]1.[O:16]1[CH2:17][CH2:18][CH2:19][CH2:20]1.[OH2:15]>>[F:1][c:2]1[cH:3][c:4]([S:10][CH3:11])[c:5]([CH2:6][NH2:7])[cH:8][cH:9]1. Product: CSc1cc(F)ccc1CN. Starting materials: CCOC(=O)CN1C(=O)COc2cc(F)ccc21, CCO, [Na+], [OH-], O. Product: O=C(O)CN1C(=O)COc2cc(F)ccc21. As a reaction SMILES: [CH2:4]([CH3:5])[O:6][C:7](=[O:8])[CH2:9][N:10]1[C:11](=[O:21])[CH2:12][O:13][c:14]2[c:15]1[cH:16][cH:17][c:18]([F:20])[cH:19]2.[CH3:22][CH2:23][OH:24].[Na+:2].[OH-:1].[OH2:3]>>[O:6]=[C:7]([OH:8])[CH2:9][N:10]1[C:11](=[O:21])[CH2:12][O:13][c:14]2[c:15]1[cH:16][cH:17][c:18]([F:20])[cH:19]2. The reactants are 4,4'-isopropylidene diphenol bis(di-o-tolylphosphate), P(=O)(Cl)(Cl)Cl (phosphorus oxychloride), C1(=CC=CC=C1O)C (o-cresol). Product: P(OC1=C(C=CC=C1)C)(OC1=C(C=CC=C1)C)(=O)Cl (di-o-tolyl phosphorochloridate). Reaction SMILES: [P:1]([Cl:5])(Cl)(Cl)=[O:2].[C:6]1([CH3:13])[C:11]([OH:12])=[CH:10][CH:9]=[CH:8][CH:7]=1>>[P:1]([Cl:5])(=[O:2])([O:12][C:11]1[CH:10]=[CH:9][CH:8]=[CH:7][C:6]=1[CH3:13])[O:12][C:11]1[CH:10]=[CH:9][CH:8]=[CH:7][C:6]=1[CH3:13]. Procedure: While it is known to form compounds of the formula (ArO)2P(O)Cl (see U.S. Pat. No. 3,965,220), only a few disclosures are known to exist in which such polyphosphate compounds are formed in which the initial reaction is between monohydroxy compound and phosphorus oxychloride with the second reaction step using diol as the reagent. In U.S. Pat. No. 4,133,846 it is taught in Example 4 that bis(2-chloroethyl) chlorophosphate and pentaerythritol were to be reacted to form the desired product. Presuma...